Dataset: the Open Reaction Database (ORD), a public repository of structured organic reaction records. Task: describe an organic reaction: reactants, conditions, products, and yield Starting materials: C1(=CC=CC=C1)C1=NCCN=C1C1=CC=CC=C1 (2,3-diphenyl-5,6-dihydropyrazine), C(C1=CC=C(C=C1)OC)=O (p-anisaldehyde). Run in CO.O (methanol water). Yields the product C1(=CC=CC=C1)C1=NC=C(N=C1C1=CC=CC=C1)CC1=CC=C(C=C1)OC (2,3-Diphenyl-5-(p-methoxybenzyl)pyrazine). As a reaction SMILES: [C:1]1([C:7]2[C:12]([C:13]3[CH:18]=[CH:17][CH:16]=[CH:15][CH:14]=3)=[N:11][CH2:10][CH2:9][N:8]=2)[CH:6]=[CH:5][CH:4]=[CH:3][CH:2]=1.[CH:19](=O)[C:20]1[CH:25]=[CH:24][C:23]([O:26][CH3:27])=[CH:22][CH:21]=1>CO.O>[C:1]1([C:7]2[C:12]([C:13]3[CH:14]=[CH:15][CH:16]=[CH:17][CH:18]=3)=[N:11][C:10]([CH2:19][C:20]3[CH:25]=[CH:24][C:23]([O:26][CH3:27])=[CH:22][CH:21]=3)=[CH:9][N:8]=2)[CH:6]=[CH:5][CH:4]=[CH:3][CH:2]=1 |f:2.3|. Procedure details: The same procedures as in Example 3 were repeated using 2,3-diphenyl-5,6-dihydropyrazine and p-anisaldehyde. 2,3-Diphenyl-5-(p-methoxybenzyl)pyrazine was obtained as colorless prisms, m.p. 102°-103° C. (recrystallized from methanol-water). Physical properties of the product support a chemical structure of the below formula (VIII). The reactants are FC1=C(C(=NO)Cl)C=CC=C1 (2-fluoro-N-hydroxybenzimidoyl chloride), COC(CC#N)=O (methylcyanoacetate), C[O-].[Na+] (sodium methoxide). Run in CO (methanol). Product: COC(=O)C=1C(=NOC1N)C1=C(C=CC=C1)F (methyl-5-amino-3-(2-fluorophenyl)isoxazol-4-carboxylate). The yield is 75.5%. RXN SMILES: [F:1][C:2]1[CH:11]=[CH:10][CH:9]=[CH:8][C:3]=1[C:4](Cl)=[N:5][OH:6].[CH3:12][O:13][C:14](=[O:18])[CH2:15][C:16]#[N:17].C[O-].[Na+]>CO>[CH3:12][O:13][C:14]([C:15]1[C:4]([C:3]2[CH:8]=[CH:9][CH:10]=[CH:11][C:2]=2[F:1])=[N:5][O:6][C:16]=1[NH2:17])=[O:18] |f:2.3|. Procedure details: In a similar manner as described in Preparation Example 17, by using methanol (160 mL), 2-fluoro-N-hydroxybenzimidoyl chloride (8.00 g, 46.09 mmol), methylcyanoacetate (5.94 g, 59.92 mmol) and sodium methoxide (4.98 g, 92.18 mmol), a white solid required compound (8.23 g, 34.82 mmol, 76%) was obtained. Starting materials: C(#N)C(=O)OCC (ethyl cyanoformate), C(C)(C)[N-]C(C)C.[Li+] (Lithium diisopropylamide), O1CCC(CC1)=O (tetrahydro-4H-pyran-4-one), CN(P(N(C)C)(N(C)C)=O)C (hexamethylphosphoric triamide). Run in O1CCCC1 (tetrahydrofuran). Conditions: temperature 0 celsius, time 1 hour. Yields the product O=C1C(COCC1)C(=O)OCC (Ethyl 4-oxotetrahydro-2H-pyran-3-carboxylate). RXN SMILES: C([N-]C(C)C)(C)C.[Li+].[O:9]1[CH2:14][CH2:13][C:12](=[O:15])[CH2:11][CH2:10]1.CN(C)P(=O)(N(C)C)N(C)C.C([C:29]([O:31][CH2:32][CH3:33])=[O:30])#N>O1CCCC1>[O:15]=[C:12]1[CH2:13][CH2:14][O:9][CH2:10][CH:11]1[C:29]([O:31][CH2:32][CH3:33])=[O:30] |f:0.1|. Procedure details: Lithium diisopropylamide (1.14 mol/l solution in n-hexane/tetrahydrofuran, 2.5 ml) was added dropwise to a solution of tetrahydro-4H-pyran-4-one (260 mg) in tetrahydrofuran (13 ml) at −78° C., and the mixture was stirred for one hour while warming to 0° C. The reaction solution was cooled to −78° C. again, hexamethylphosphoric triamide (452 μl) was added and subsequently ethyl cyanoformate (280 μl) was added at the same temperature. The mixture was stirred over one hour while warming to 0° C. Th... Starting materials: C(C)(=O)Cl (Acetyl chloride), CC=1N=C(SC1C)C(C(F)(F)F)(O)C=1SC(=C(N1)C)C (1,1-bis(4,5-dimethyl-2-thiazolyl)-2,2,2-trifluoroethanol). The reagents and catalysts are CN(C1=CC=NC=C1)C (4-dimethylaminopyridine). Solvent: ClCCl (dichloromethane). Conditions: time 8 hour. The product is C(C)(=O)OC(C(F)(F)F)(C=1SC(=C(N1)C)C)C=1SC(=C(N1)C)C (1,1-Bis(4,5-dimethyl-2-thiazolyl)-2,2,2-trifluoroethyl Acetate). RXN SMILES: [C:1](Cl)(=[O:3])[CH3:2].[CH3:5][C:6]1[N:7]=[C:8]([C:12]([C:18]2[S:19][C:20]([CH3:24])=[C:21]([CH3:23])[N:22]=2)([OH:17])[C:13]([F:16])([F:15])[F:14])[S:9][C:10]=1[CH3:11]>CN(C)C1C=CN=CC=1.ClCCl>[C:1]([O:17][C:12]([C:8]1[S:9][C:10]([CH3:11])=[C:6]([CH3:5])[N:7]=1)([C:18]1[S:19][C:20]([CH3:24])=[C:21]([CH3:23])[N:22]=1)[C:13]([F:15])([F:16])[F:14])(=[O:3])[CH3:2]. Reported procedure: Acetyl chloride (0.68 ml) was added to a solution of 1,1-bis(4,5-dimethyl-2-thiazolyl)-2,2,2-trifluoroethanol (1.54 g) and 4-dimethylaminopyridine (2 g) in dry dichloromethane (70 ml). The mixture was stirred at room temperature overnight and was then washed with saturated aqueous sodium hydrogen carbonate solution. The organic phase was separated, dried and evaporated and the residue was purified by flash chromatography to give the title compound. Yield: 148.8%. Conditions: time 40 hour. Run in CN(C=O)C (dimethylformamide). The product is C(C1=CC=CC=C1)OC([C@@H](NC(=O)OC(C)(C)C)CC1=CC(=C(C=C1)OCC1=CC=CC=C1)OCC1=CC=CC=C1)=O (N-(tert-Butoxycarbonyl)-3,4-dibenzyloxyphenylalanine benzyl ester). The reactants are [Cl-].[Na+] (sodium chloride), C(C1=CC=CC=C1)Br (benzyl bromide), C([O-])([O-])=O.[K+].[K+] (potassium carbonate), C(C)(C)(C)OC(=O)N[C@H](C(=O)O)CC1=CC=C(O)C(O)=C1 (N-(tert-butoxycarbonyl) DOPA). As a reaction SMILES: [C:1]([O:5][C:6]([NH:8][C@@H:9]([CH2:13][C:14]1[CH:21]=[C:19]([OH:20])[C:17]([OH:18])=[CH:16][CH:15]=1)[C:10]([OH:12])=[O:11])=[O:7])([CH3:4])([CH3:3])[CH3:2].[CH2:22](Br)[C:23]1[CH:28]=[CH:27][CH:26]=[CH:25][CH:24]=1.C(=O)([O-])[O-].[K+].[K+].[Cl-].[Na+]>CN(C)C=O>[CH2:22]([O:11][C:10](=[O:12])[C@H:9]([CH2:13][C:14]1[CH:15]=[CH:16][C:17]([O:18][CH2:22][C:23]2[CH:28]=[CH:27][CH:26]=[CH:25][CH:24]=2)=[C:19]([O:20][CH2:13][C:14]2[CH:21]=[CH:19][CH:17]=[CH:16][CH:15]=2)[CH:21]=1)[NH:8][C:6]([O:5][C:1]([CH3:4])([CH3:2])[CH3:3])=[O:7])[C:23]1[CH:28]=[CH:27][CH:26]=[CH:25][CH:24]=1 |f:2.3.4,5.6|. Reported procedure: 21.12 g of N-(tert-butoxycarbonyl) DOPA was dissolved in 200 ml of dimethylformamide, and after 50 g of benzyl bromide and 40 g of potassium carbonate were added, the mixture was stirred at a room temperature for 40 hours. After the addition of 400 ml of sodium chloride aqueous solution, the reaction mixture was extracted with 500 ml of ethyl acetate, and the extract was washed twice with saturated sodium chloride aqueous solution, dried over magnesium sulfate, filtered, and concentrated under a... Reactants: N1[C@H](C(=O)N[C@@H](CO)C(=O)N)CCC1 (H-Pro-Ser-NH2), CC(C)(C)OC(=O)N[C@@H](CC1=CC=C(C=C1)OCC2=CC=CC=C2)C(=O)O (Boc-Tyr (Bzl)-OH), C(=O)(C(F)(F)F)O (CF3COOH), ON1N=NC2=C1C=CC=C2 (1-hydroxybenzotriazole), CN1CCOCC1 (N-methyl-morpholine), C1(CCCCC1)N=C=NC1CCCCC1 (dicyclohexylcarbodiimide). Run in CN(C=O)C (dimethylformamide). Conditions: temperature 0 celsius, time 8 hour. The product is CC(C)(C)OC(=O)N[C@@H](CC1=CC=C(C=C1)OCC2=CC=CC=C2)C(=O)O.N1[C@H](C(=O)N[C@@H](CO)C(=O)N)CCC1 (Boc-Tyr (Bzl) Pro-Ser-NH2). As a reaction SMILES: [NH:1]1[CH2:14][CH2:13][CH2:12][C@H:2]1[C:3]([NH:5][C@H:6]([C:9]([NH2:11])=[O:10])[CH2:7][OH:8])=[O:4].C(O)(C(F)(F)F)=O.CN1CCOCC1.[CH3:29][C:30]([O:33][C:34]([NH:36][C@H:37]([C:53]([OH:55])=[O:54])[CH2:38][C:39]1[CH:44]=[CH:43][C:42]([O:45][CH2:46][C:47]2[CH:52]=[CH:51][CH:50]=[CH:49][CH:48]=2)=[CH:41][CH:40]=1)=[O:35])([CH3:32])[CH3:31].ON1C2C=CC=CC=2N=N1.C1(N=C=NC2CCCCC2)CCCCC1>CN(C)C=O>[CH3:32][C:30]([O:33][C:34]([NH:36][C@H:37]([C:53]([OH:55])=[O:54])[CH2:38][C:39]1[CH:44]=[CH:43][C:42]([O:45][CH2:46][C:47]2[CH:52]=[CH:51][CH:50]=[CH:49][CH:48]=2)=[CH:41][CH:40]=1)=[O:35])([CH3:29])[CH3:31].[NH:1]1[CH2:14][CH2:13][CH2:12][C@H:2]1[C:3]([NH:5][C@H:6]([C:9]([NH2:11])=[O:10])[CH2:7][OH:8])=[O:4] |f:7.8|. Procedure: A solution of 1.0 g (3.2 mmoles) H-Pro-Ser-NH2.CF3COOH (2) in 35 ml dimethylformamide is cooled at 0° C., then 0.36 ml (3.2 mmoles) N-methyl-morpholine are added, followed by 1.2 g (3.2 mmoles) Boc-Tyr (Bzl)-OH, 0.43 g (3.2 mmoles) 1-hydroxybenzotriazole, and 0.73 g (3.52 mmoles) dicyclohexylcarbodiimide. The reaction mixture is stirred for 1 hour at 0° C. and at room temperature overnight, then it is filtered, and evaporated in vacuo. The residue is dissolved in ethyl acetate and the solution w... The reactants are IC1=C(N)C=CC(=C1)CC1CCOCC1 (2-iodo-4-(tetrahydro-2H-pyran-4-ylmethyl)aniline), C(C)OC=C(C(=O)OCC)C(=O)OCC (diethyl ethoxymethylenemalonate). The solvent is C1(=CC=CC=C1)OC1=CC=CC=C1 (Diphenyl ether). Run at temperature 130 celsius. The product is OC1=C(C=NC2=C(C=C(C=C12)CC1CCOCC1)I)C(=O)OCC (ethyl 4-hydroxy-8-iodo-6-(tetrahydro-2H-pyran-4-ylmethyl)-3-quinolinecarboxylate). Isolated yield 58.0%. Reaction SMILES: [I:1][C:2]1[CH:8]=[C:7]([CH2:9][CH:10]2[CH2:15][CH2:14][O:13][CH2:12][CH2:11]2)[CH:6]=[CH:5][C:3]=1[NH2:4].C([O:18][CH:19]=[C:20]([C:26](OCC)=O)[C:21]([O:23][CH2:24][CH3:25])=[O:22])C>C1(OC2C=CC=CC=2)C=CC=CC=1>[OH:18][C:19]1[C:5]2[C:3](=[C:2]([I:1])[CH:8]=[C:7]([CH2:9][CH:10]3[CH2:11][CH2:12][O:13][CH2:14][CH2:15]3)[CH:6]=2)[N:4]=[CH:26][C:20]=1[C:21]([O:23][CH2:24][CH3:25])=[O:22]. Procedure details: A mixture of 2-iodo-4-(tetrahydro-2H-pyran-4-ylmethyl)aniline (1.0 g) and diethyl ethoxymethylenemalonate (0.70 mL) is heated to 130° C. for 1 h. The mixture is cooled to room temperature. Diphenyl ether (20 mL) is added and the reaction is heated to 250° C. for 1 h. The mixture is cooled and the resulting solid is collected and washed with hexanes. The crude product is chromatographed (Biotage flash 40M, eluant 2% MeOH/CH2Cl2) to yield 0.80 g (58%) of ethyl 4-hydroxy-8-iodo-6-(tetrahydro-2H-pyr... As a reaction SMILES: [CH3:1][C:2]1([CH3:24])[c:3]2[c:4]([cH:17][c:18]([N+:21](=[O:22])[O-:23])[cH:19][cH:20]2)[N:5]([C:9]([CH2:10][N:11]2[CH2:12][CH2:13][CH2:14][CH2:15]2)=[O:16])[CH2:6][CH2:7][CH2:8]1.[ClH:25].[O:26]1[CH2:27][CH2:28][CH2:29][CH2:30]1>>[CH3:1][C:2]1([CH3:24])[c:3]2[c:4]([cH:17][c:18]([N+:21](=[O:22])[O-:23])[cH:19][cH:20]2)[N:5]([CH2:9][CH2:10][N:11]2[CH2:12][CH2:13][CH2:14][CH2:15]2)[CH2:6][CH2:7][CH2:8]1. The product is CC1(C)CCCN(CCN2CCCC2)c2cc([N+](=O)[O-])ccc21. Starting materials: CC1(C)CCCN(C(=O)CN2CCCC2)c2cc([N+](=O)[O-])ccc21, Cl, C1CCOC1. The reactants are C([O-])([O-])=O.[Cs+].[Cs+] (Cesium carbonate), FC=1C=CC=2N(N1)C(=CN2)C2=CC=C(S2)C(C)=O (1-[5-(6-fluoro-imidazo[1,2-b]pyridazin-3-yl)-thiophen-2-yl]-ethanone), C(C)(C)(C)OC(N(C)CCCN)=O (N-(3-aminopropyl)-N-methylcarbamic acid tert-butyl ester). Run in CN(C=O)C (N,N-dimethylformamide). Reaction conditions: time 8 hour. The product is C(C)(C)(C)OC(N(C)CCCNC=1C=CC=2N(N1)C(=CN2)C=2SC(=CC2)C(C)=O)=O ({3-[3-(5-acetyl-thiophen-2-yl)-imidazo[1,2-b]pyridazin-6-ylamino]-propyl}-methyl-carbamic acid tert-butyl ester). Reaction SMILES: C(=O)([O-])[O-].[Cs+].[Cs+].F[C:8]1[CH:9]=[CH:10][C:11]2[N:12]([C:14]([C:17]3[S:21][C:20]([C:22](=[O:24])[CH3:23])=[CH:19][CH:18]=3)=[CH:15][N:16]=2)[N:13]=1.[C:25]([O:29][C:30](=[O:37])[N:31]([CH2:33][CH2:34][CH2:35][NH2:36])[CH3:32])([CH3:28])([CH3:27])[CH3:26]>CN(C)C=O>[C:25]([O:29][C:30](=[O:37])[N:31]([CH2:33][CH2:34][CH2:35][NH:36][C:8]1[CH:9]=[CH:10][C:11]2[N:12]([C:14]([C:17]3[S:21][C:20]([C:22](=[O:24])[CH3:23])=[CH:19][CH:18]=3)=[CH:15][N:16]=2)[N:13]=1)[CH3:32])([CH3:28])([CH3:26])[CH3:27] |f:0.1.2|. Reported procedure: Cesium carbonate [534-17-8] (125 mg, 0.4 mmol) was added to a solution of 1-[5-(6-fluoro-imidazo[1,2-b]pyridazin-3-yl)-thiophen-2-yl]-ethanone (50 mg, 0.2 mmol) and N-(3-aminopropyl)-N-methylcarbamic acid tert-butyl ester [150349-36-3] (72 mg, 0.4 mmol) in N,N-dimethylformamide (1.5 mL) and stirred overnight at ambient temperature then partitioned between ethyl acetate and water. The organic extract was evaporated and product isolated by preparative RP-HPLC to provide {3-[3-(5-acetyl-thiophen-2-...